Dataset: the Open Reaction Database (ORD), a public repository of structured organic reaction records. Task: describe an organic reaction: reactants, conditions, products, and yield Starting materials: CCOC(=O)C(C)Br, N#Cc1ccc(C(O)c2cn(C(c3ccccc3)(c3ccccc3)c3ccccc3)cn2)cc1. Yields the product CCOC(=O)C(C)OC(c1ccc(C#N)cc1)c1cn(C(c2ccccc2)(c2ccccc2)c2ccccc2)cn1. RXN SMILES: [Br:1][CH:2]([C:3](=[O:4])[O:5][CH2:6][CH3:7])[CH3:8].[OH:9][CH:10]([c:11]1[cH:12][cH:13][c:14]([C:15]#[N:16])[cH:17][cH:18]1)[c:19]1[n:20][cH:21][n:22]([C:24]([c:25]2[cH:26][cH:27][cH:28][cH:29][cH:30]2)([c:31]2[cH:32][cH:33][cH:34][cH:35][cH:36]2)[c:37]2[cH:38][cH:39][cH:40][cH:41][cH:42]2)[cH:23]1>>[CH:2]([C:3](=[O:4])[O:5][CH2:6][CH3:7])([CH3:8])[O:9][CH:10]([c:11]1[cH:12][cH:13][c:14]([C:15]#[N:16])[cH:17][cH:18]1)[c:19]1[n:20][cH:21][n:22]([C:24]([c:25]2[cH:26][cH:27][cH:28][cH:29][cH:30]2)([c:31]2[cH:32][cH:33][cH:34][cH:35][cH:36]2)[c:37]2[cH:38][cH:39][cH:40][cH:41][cH:42]2)[cH:23]1. The reactants are FC(C1N(CCNC1)CCC1=CC2=C(C(OC2)=O)C=C1)(F)F (5-{2-[2-(trifluoromethyl)piperazin-1-yl]ethyl}-2-benzofuran-1(3H)-one), COC1=C(C#N)C=CC(=C1)CC=O (2-methoxy-4-(2-oxoethyl)benzonitrile), C(#N)[BH3-].[Na+] (sodium cyanoborohydride). Solvent: CO (methanol). Run at time 12 hour. Product: COC1=C(C#N)C=CC(=C1)CCN1CC(N(CC1)CCC1=CC2=C(C(OC2)=O)C=C1)C(F)(F)F (2-methoxy-4-(2-{4-[2-(1-oxo-1,3-dihydro-2-benzofuran-5-yl)ethyl]-3-(trifluoromethyl)piperazin-1-yl}ethyl)benzonitrile). RXN SMILES: [F:1][C:2]([F:22])([F:21])[CH:3]1[CH2:8][NH:7][CH2:6][CH2:5][N:4]1[CH2:9][CH2:10][C:11]1[CH:20]=[CH:19][C:14]2[C:15](=[O:18])[O:16][CH2:17][C:13]=2[CH:12]=1.[CH3:23][O:24][C:25]1[CH:32]=[C:31]([CH2:33][CH:34]=O)[CH:30]=[CH:29][C:26]=1[C:27]#[N:28].C([BH3-])#N.[Na+]>CO>[CH3:23][O:24][C:25]1[CH:32]=[C:31]([CH2:33][CH2:34][N:7]2[CH2:6][CH2:5][N:4]([CH2:9][CH2:10][C:11]3[CH:20]=[CH:19][C:14]4[C:15](=[O:18])[O:16][CH2:17][C:13]=4[CH:12]=3)[CH:3]([C:2]([F:1])([F:21])[F:22])[CH2:8]2)[CH:30]=[CH:29][C:26]=1[C:27]#[N:28] |f:2.3|. Procedure: To a mixture of 5-{2-[2-(trifluoromethyl)piperazin-1-yl]ethyl}-2-benzofuran-1(3H)-one (95 mg, 0.27 mmol) and 2-methoxy-4-(2-oxoethyl)benzonitrile (40 mg, 0.23 mmol) in methanol (1.0 mL) at 0° C. was added sodium cyanoborohydride (20 mg, 0.32 mmol) and the mixture was stirred at room temperature for 12 hours. The reaction mixture was concentrated and purified by mass-directed HPLC to provide 2-methoxy-4-(2-{4-[2-(1-oxo-1,3-dihydro-2-benzofuran-5-yl)ethyl]-3-(trifluoromethyl)piperazin-1-yl}ethyl)b... Reactants: N(=C=O)CC=1C=C(C=CC1)C1=NN(C=N1)C1=CC=C(C=C1)OC(F)(F)F (3-(3-(isocyanatomethyl)phenyl)-1-(4-(trifluoromethoxy)phenyl)-1H-1,2,4-triazole), COC1=CC(=C(C=C1)NC(=S)N)C (1-(4-methoxy-2-methylphenyl)thiourea). Yields the product COC1=CC(=C(C=C1)NC(=S)NC(=O)NCC1=CC(=CC=C1)C1=NN(C=N1)C1=CC=C(C=C1)OC(F)(F)F)C (1-[(4-methoxy-2-methyl-phenyl)carbamothioyl]-3-[[3-[1-[4-(trifluoromethoxy)phenyl]-1H-1,2,4-triazol-3-yl]phenyl]methyl]urea), solid. Yield: 50.0%. As a reaction SMILES: [N:1]([CH2:4][C:5]1[CH:6]=[C:7]([C:11]2[N:15]=[CH:14][N:13]([C:16]3[CH:21]=[CH:20][C:19]([O:22][C:23]([F:26])([F:25])[F:24])=[CH:18][CH:17]=3)[N:12]=2)[CH:8]=[CH:9][CH:10]=1)=[C:2]=[O:3].[CH3:27][O:28][C:29]1[CH:34]=[CH:33][C:32]([NH:35][C:36]([NH2:38])=[S:37])=[C:31]([CH3:39])[CH:30]=1>>[CH3:27][O:28][C:29]1[CH:34]=[CH:33][C:32]([NH:35][C:36]([NH:38][C:2]([NH:1][CH2:4][C:5]2[CH:10]=[CH:9][CH:8]=[C:7]([C:11]3[N:15]=[CH:14][N:13]([C:16]4[CH:21]=[CH:20][C:19]([O:22][C:23]([F:25])([F:24])[F:26])=[CH:18][CH:17]=4)[N:12]=3)[CH:6]=2)=[O:3])=[S:37])=[C:31]([CH3:39])[CH:30]=1. Reported procedure: The title compound was prepared as described in Example 75 using 3-(3-(isocyanatomethyl)phenyl)-1-(4-(trifluoromethoxy)phenyl)-1H-1,2,4-triazole (CB34) and 1-(4-methoxy-2-methylphenyl)thiourea and isolated as an off-white solid (0.212 g, 50%). The reactants are BrCC1=C(C(=C(C=C1)[N+](=O)[O-])OC)Cl (1-(bromomethyl)-2-chloro-3-methoxy-4-nitrobenzene), BrCC1=C(C(=C(C=C1)[N+](=O)[O-])OC)Cl (1-(bromomethyl)-2-chloro-3-methoxy-4-nitrobenzene), C(C)OP(OCC)OCC (triethylphosphite). Solvent: C1(=CC=CC=C1)C (toluene). Product: ClC1=C(CP(OCC)(OCC)=O)C=CC(=C1OC)[N+](=O)[O-] (Diethyl 2-chloro-3-methoxy-4-nitrobenzylphosphonate). RXN SMILES: Br[CH2:2][C:3]1[CH:8]=[CH:7][C:6]([N+:9]([O-:11])=[O:10])=[C:5]([O:12][CH3:13])[C:4]=1[Cl:14].[CH2:15]([O:17][P:18]([O:22]CC)[O:19][CH2:20][CH3:21])[CH3:16]>C1(C)C=CC=CC=1>[Cl:14][C:4]1[C:5]([O:12][CH3:13])=[C:6]([N+:9]([O-:11])=[O:10])[CH:7]=[CH:8][C:3]=1[CH2:2][P:18](=[O:22])([O:19][CH2:20][CH3:21])[O:17][CH2:15][CH3:16]. Procedure: To a solution of 1-(bromomethyl)-2-chloro-3-methoxy-4-nitrobenzene (Compound 54G, 900 mg, 3.21 mmol) in toluene (10 mL) was added triethylphosphite (586 mg, 3.53 mmol) and heated to reflux for 24 h. Toluene and triethylphosphite were distilled off under reduced pressure to provide the desired compound, 800 mg (79%). 1H NMR (300 MHz, CDCl3) δ 7.77 (d, 1H), 7.35 (d, 1H), 4.19-4.05 (m, 4H), 4.00 (s, 3H), 3.43 (d, 2H), 1.31 (t, 6H). Reactants: Cc1ccc(S(=O)(=O)Nc2cc(F)c([N+](=O)[O-])cc2F)cc1, O, O=S(=O)(O)O. Product: Nc1cc(F)c([N+](=O)[O-])cc1F. As a reaction SMILES: [CH3:1][c:2]1[cH:3][cH:4][c:5]([S:6](=[O:7])(=[O:8])[NH:11][c:12]2[c:13]([F:22])[cH:14][c:15]([N+:19](=[O:20])[O-:21])[c:16]([F:18])[cH:17]2)[cH:9][cH:10]1.[OH2:28].[S:23](=[O:24])(=[O:25])([OH:26])[OH:27]>>[NH2:11][c:12]1[c:13]([F:22])[cH:14][c:15]([N+:19](=[O:20])[O-:21])[c:16]([F:18])[cH:17]1. Reactants: C1(=CC=CC=C1)C=1C=C(C=CC1)O (3-phenylphenol), ClC=1C=CC(=C(C1)N(C(OC(C)(C)C)=O)C)[N+](=O)[O-] (t-butyl N-(5-chloro-2-nitrophenyl)-N-methylcarbamate), [H-].[Na+] (sodium hydride). Run in CN(C=O)C (N,N-dimethylformamide). The product is CN(C(OC(C)(C)C)=O)C1=C(C=CC(=C1)OC1=CC(=CC=C1)C1=CC=CC=C1)[N+](=O)[O-] (t-Butyl N-methyl-N-[2-nitro-5-(3-phenylphenoxy)phenyl]carbamate). The yield is 91.3%. Reaction SMILES: [C:1]1([C:7]2[CH:8]=[C:9]([OH:13])[CH:10]=[CH:11][CH:12]=2)[CH:6]=[CH:5][CH:4]=[CH:3][CH:2]=1.Cl[C:15]1[CH:16]=[CH:17][C:18]([N+:30]([O-:32])=[O:31])=[C:19]([N:21]([CH3:29])[C:22](=[O:28])[O:23][C:24]([CH3:27])([CH3:26])[CH3:25])[CH:20]=1.[H-].[Na+]>CN(C)C=O>[CH3:29][N:21]([C:19]1[CH:20]=[C:15]([O:13][C:9]2[CH:10]=[CH:11][CH:12]=[C:7]([C:1]3[CH:2]=[CH:3][CH:4]=[CH:5][CH:6]=3)[CH:8]=2)[CH:16]=[CH:17][C:18]=1[N+:30]([O-:32])=[O:31])[C:22](=[O:28])[O:23][C:24]([CH3:27])([CH3:25])[CH3:26] |f:2.3|. Procedure details: In a similar manner to that described in Reference Example 6, a reaction was carried out using 3-phenylphenol (4.0 g), t-butyl N-(5-chloro-2-nitrophenyl)-N-methylcarbamate (6.5 g), sodium hydride (55 wt. %, 1.13 g) and anhydrous N,N-dimethylformamide (35 ml) and the reaction mixture was purified to give the title compound (8.7 g). Reactants: NC(CCCC(=O)OC)C=1C(=NC=CC1OC)OC (methyl 5-amino-5-(2,4-dimethoxypyridin-3-yl)pentanoate), C1(=CC(=CC=C1)C=O)C1=CC=CC=C1 ([1,1′-biphenyl]-3-carbaldehyde). Yields the product C1(=CC(=CC=C1)CN1C(CCCC1C=1C(=NC=CC1OC)OC)=O)C1=CC=CC=C1 (1-([1,1′-biphenyl]-3-ylmethyl)-6-(2,4-dimethoxypyridin-3-yl)piperidin-2-one). RXN SMILES: [NH2:1][CH:2]([C:10]1[C:11]([O:18][CH3:19])=[N:12][CH:13]=[CH:14][C:15]=1[O:16][CH3:17])[CH2:3][CH2:4][CH2:5][C:6]([O:8]C)=O.[C:20]1([C:28]2[CH:33]=[CH:32][CH:31]=[CH:30][CH:29]=2)[CH:25]=[CH:24][CH:23]=[C:22]([CH:26]=O)[CH:21]=1>>[C:20]1([C:28]2[CH:29]=[CH:30][CH:31]=[CH:32][CH:33]=2)[CH:25]=[CH:24][CH:23]=[C:22]([CH2:26][N:1]2[CH:2]([C:10]3[C:11]([O:18][CH3:19])=[N:12][CH:13]=[CH:14][C:15]=3[O:16][CH3:17])[CH2:3][CH2:4][CH2:5][C:6]2=[O:8])[CH:21]=1. Procedure details: Prepared according to the described general procedure 1 (GP1) by reaction of methyl 5-amino-5-(2,4-dimethoxypyridin-3-yl)pentanoate with commercially available [1,1′-biphenyl]-3-carbaldehyde. Subsequent purification by preparative HPLC the target compound. LC-MS (conditions A): tR=0.83 min.; [M+H]+: 403.34 g/mol.